This data is from the Open Reaction Database (ORD), a public repository of structured organic reaction records. The task is: describe an organic reaction: reactants, conditions, products, and yield Starting materials: [N+](=O)([O-])C=1C=C(C=CC1)CC#N (3-Nitrophenylacetonitrile), O.O.[Sn](Cl)Cl (tin(II)chloride dihydrate). The solvent is C(C)(=O)OCC (ethyl acetate), C(C)(=O)OCC (ethyl acetate), C([O-])(O)=O.[Na+] (sodium bicarbonate). Product: NC=1C=C(C=CC1)CC#N (2-(3-Aminophenyl)acetonitrile). RXN SMILES: [N+:1]([C:4]1[CH:5]=[C:6]([CH2:10][C:11]#[N:12])[CH:7]=[CH:8][CH:9]=1)([O-])=O.O.O.[Sn](Cl)Cl>C(OCC)(=O)C.C(=O)(O)[O-].[Na+]>[NH2:1][C:4]1[CH:5]=[C:6]([CH2:10][C:11]#[N:12])[CH:7]=[CH:8][CH:9]=1 |f:1.2.3,5.6|. Reported procedure: 3-Nitrophenylacetonitrile (6.87 g, 42 mmol) and tin(II)chloride dihydrate (50 g, 220 mmol) in ethyl acetate (125 ml) were stirred at room temperature for 72 hours. The reaction was diluted with ethyl acetate and saturated aqueous sodium bicarbonate solution was added. The resulting precipitate was filtered off and the filtrate extracted with ethyl acetate (3×). The combined organic solutions were dried (MgSO4), filtered and evaporated under reduced pressure to afford the title compound as a pale...